This data is from the Open Reaction Database (ORD), a public repository of structured organic reaction records. The task is: describe an organic reaction: reactants, conditions, products, and yield The reactants are CC(CC1=C(C=CC(=N1)CO)C1=C(C=CC(=C1)OC)F)(C)C ((6-(2,2-dimethylpropyl)-5-(2-fluoro-5-methoxyphenyl)pyridin-2-yl)methanol), C1(CC1)C(CC(=O)OCC)C1=CC(=NC=C1F)O (ethyl 3-cyclopropyl-3-(5-fluoro-2-hydroxypyridin-4-yl)propanoate). Reagents/catalysts: [Ag]=O (Silver oxide). Solvent: C1(=CC=CC=C1)C (toluene). Product: C1(CC1)C(CC(=O)OCC)C1=CC(=NC=C1F)OCC1=NC(=C(C=C1)C1=C(C=CC(=C1)OC)F)CC(C)(C)C (ethyl 3-cyclopropyl-3-(5-fluoro-2-((5-(2-fluoro-5-methoxyphenyl)-6-neopentylpyridin-2-yl)methoxy)pyridin-4-yl)propanoate). The yield is 59.4%. As a reaction SMILES: [CH3:1][C:2]([CH3:22])([CH3:21])[CH2:3][C:4]1[N:9]=[C:8]([CH2:10][OH:11])[CH:7]=[CH:6][C:5]=1[C:12]1[CH:17]=[C:16]([O:18][CH3:19])[CH:15]=[CH:14][C:13]=1[F:20].[CH:23]1([CH:26]([C:33]2[C:38]([F:39])=[CH:37][N:36]=[C:35](O)[CH:34]=2)[CH2:27][C:28]([O:30][CH2:31][CH3:32])=[O:29])[CH2:25][CH2:24]1>C1(C)C=CC=CC=1.[Ag]=O>[CH:23]1([CH:26]([C:33]2[C:38]([F:39])=[CH:37][N:36]=[C:35]([O:11][CH2:10][C:8]3[CH:7]=[CH:6][C:5]([C:12]4[CH:17]=[C:16]([O:18][CH3:19])[CH:15]=[CH:14][C:13]=4[F:20])=[C:4]([CH2:3][C:2]([CH3:22])([CH3:21])[CH3:1])[N:9]=3)[CH:34]=2)[CH2:27][C:28]([O:30][CH2:31][CH3:32])=[O:29])[CH2:25][CH2:24]1. Reported procedure: Silver oxide (327 mg) was added to a solution of (6-(2,2-dimethylpropyl)-5-(2-fluoro-5-methoxyphenyl)pyridin-2-yl)methanol (415 mg) and ethyl 3-cyclopropyl-3-(5-fluoro-2-hydroxypyridin-4-yl)propanoate (300 mg) in toluene (5 mL) at room temperature, and the mixture was heated under reflux for 2 hr. The reaction mixture was filtered, and the solvent in the filtrate was evaporated under reduced pressure. The residue was purified by silica gel column chromatography (ethyl acetate/hexane) to give the...